From a dataset of the Open Reaction Database (ORD), a public repository of structured organic reaction records. describe an organic reaction: reactants, conditions, products, and yield The reactants are N#Cc1cc(F)cc(F)c1, [H-], [Na+], CN(C)C=O, OC1CCCCC1. Yields the product N#Cc1cc(F)cc(OC2CCCCC2)c1. As a reaction SMILES: [F:10][c:11]1[cH:12][c:13]([C:14]#[N:15])[cH:16][c:17]([F:19])[cH:18]1.[H-:1].[Na+:2].[O:20]=[CH:21][N:22]([CH3:23])[CH3:24].[OH:3][CH:4]1[CH2:5][CH2:6][CH2:7][CH2:8][CH2:9]1>>[O:3]([CH:4]1[CH2:5][CH2:6][CH2:7][CH2:8][CH2:9]1)[c:11]1[cH:12][c:13]([C:14]#[N:15])[cH:16][c:17]([F:19])[cH:18]1. Reactants: CC1CNCC(C)O1, COc1ccc2c(c1)CCCC2=O, CCO, Cl, Cl, O. The product is COc1ccc2c(c1)CCC(CN1CC(C)OC(C)C1)C2=O. RXN SMILES: [CH3:15][CH:16]1[O:17][CH:18]([CH3:22])[CH2:19][NH:20][CH2:21]1.[CH3:1][O:2][c:3]1[cH:4][c:5]2[c:10]([cH:11][cH:12]1)[C:9](=[O:13])[CH2:8][CH2:7][CH2:6]2.[CH3:24][CH2:25][OH:26].[ClH:14].[ClH:27].[OH2:23]>>[CH3:1][O:2][c:3]1[cH:4][c:5]2[c:10]([cH:11][cH:12]1)[C:9](=[O:13])[CH:8]([CH2:24][N:20]1[CH2:19][CH:18]([CH3:22])[O:17][CH:16]([CH3:15])[CH2:21]1)[CH2:7][CH2:6]2. The reactants are O=C1CCC(=O)N1Br, CC(=O)OCCOc1ccc(C)nc1[N+](=O)[O-], ClC(Cl)(Cl)Cl, CC(C)(C#N)N=NC(C)(C)C#N. Yields the product CC(=O)OCCOc1ccc(CBr)nc1[N+](=O)[O-]. Reaction SMILES: [Br:18][N:19]1[C:20](=[O:21])[CH2:22][CH2:23][C:24]1=[O:25].[CH3:1][c:2]1[cH:3][cH:4][c:5]([O:11][CH2:12][CH2:13][O:14][C:15]([CH3:16])=[O:17])[c:6]([N+:8](=[O:9])[O-:10])[n:7]1.[Cl:38][C:39]([Cl:40])([Cl:41])[Cl:42].[N:26]#[C:27][C:28]([N:29]=[N:30][C:31]([C:32]#[N:33])([CH3:34])[CH3:35])([CH3:36])[CH3:37]>>[CH2:1]([c:2]1[cH:3][cH:4][c:5]([O:11][CH2:12][CH2:13][O:14][C:15]([CH3:16])=[O:17])[c:6]([N+:8](=[O:9])[O-:10])[n:7]1)[Br:18]. Reactants: Cc1ccc(C(=O)CC(O)(c2cc(Cl)cc(Cl)c2)C(F)(F)F)cc1Br, Cc1ccccc1, O=S(Cl)Cl, c1ccncc1. Product: Cc1ccc(C(=O)C=C(c2cc(Cl)cc(Cl)c2)C(F)(F)F)cc1Br. Reaction SMILES: [Br:1][c:2]1[cH:3][c:4]([C:9]([CH2:10][C:11]([C:12]([F:13])([F:14])[F:15])([OH:16])[c:17]2[cH:18][c:19]([Cl:24])[cH:20][c:21]([Cl:23])[cH:22]2)=[O:25])[cH:5][cH:6][c:7]1[CH3:8].[CH3:36][c:37]1[cH:38][cH:39][cH:40][cH:41][cH:42]1.[S:26]([Cl:27])([Cl:28])=[O:29].[cH:30]1[cH:31][cH:32][n:33][cH:34][cH:35]1>>[Br:1][c:2]1[cH:3][c:4]([C:9]([CH:10]=[C:11]([C:12]([F:13])([F:14])[F:15])[c:17]2[cH:18][c:19]([Cl:24])[cH:20][c:21]([Cl:23])[cH:22]2)=[O:25])[cH:5][cH:6][c:7]1[CH3:8]. Reactants: C(C)N(CCCCCCC1=C(C=C(C=C1)CCCCCCN(CC)CC)[N+](=O)[O-])CC (1,4-bis(6-diethylaminohexyl)-2-nitrobenzene), C(C)O (ethanol), C(C)I (ethyl iodide). Reaction conditions: time 8 hour. Yields the product [I-].[I-].C(C)[N+](CCCCCCC1=C(C=C(C=C1)CCCCCC[N+](CC)(CC)CC)[N+](=O)[O-])(CC)CC (1,4-Bis(6-triethylammoniohexyl)-2-nitrobenzene diiodide). RXN SMILES: [CH2:1]([N:3]([CH2:30][CH3:31])[CH2:4][CH2:5][CH2:6][CH2:7][CH2:8][CH2:9][C:10]1[CH:15]=[CH:14][C:13]([CH2:16][CH2:17][CH2:18][CH2:19][CH2:20][CH2:21][N:22]([CH2:25][CH3:26])[CH2:23][CH3:24])=[CH:12][C:11]=1[N+:27]([O-:29])=[O:28])[CH3:2].[CH2:32]([I:34])[CH3:33].[CH2:35](O)[CH3:36]>>[I-:34].[I-:34].[CH2:30]([N+:3]([CH2:32][CH3:33])([CH2:1][CH3:2])[CH2:4][CH2:5][CH2:6][CH2:7][CH2:8][CH2:9][C:10]1[CH:15]=[CH:14][C:13]([CH2:16][CH2:17][CH2:18][CH2:19][CH2:20][CH2:21][N+:22]([CH2:35][CH3:36])([CH2:23][CH3:24])[CH2:25][CH3:26])=[CH:12][C:11]=1[N+:27]([O-:29])=[O:28])[CH3:31] |f:3.4.5|. Procedure: First, 600 mg of 1,4-bis(6-diethylaminohexyl)-2-nitrobenzene was dissolved in 7 ml of absolute ethanol, and after adding 2.18 g of ethyl iodide at a room temperature with stirring, the mixture was refluxed for 3 hours and then cooled. The reaction mixture was evaporated under a reduced pressure, diluted with 3 ml of acetone, and after adding 1 ml of ethyl acetate allowed to stand in a freezer overnight. Resulting crystal was collected by filtration, washed with acetone/ethyl acetate (1:1), and d... The reactants are [N+](=O)([O-])C=1C=C(NC1)C(=O)OC (methyl 4-nitropyrrole-2-carboxylate), C([O-])([O-])=O.[K+].[K+] (potassium carbonate), ICC(CC)C (iodo-2-methylbutane). Solvent: CC(=O)C (acetone). Yields the product CC(CN1C(=CC(=C1)[N+](=O)[O-])C(=O)OC)CC (Methyl N-2-methyl-butyl-4-nitropyrrole-2-carboxylate). Isolated yield 70.0%. RXN SMILES: [N+:1]([C:4]1[CH:5]=[C:6]([C:9]([O:11][CH3:12])=[O:10])[NH:7][CH:8]=1)([O-:3])=[O:2].C(=O)([O-])[O-].[K+].[K+].I[CH2:20][CH:21]([CH3:24])[CH2:22][CH3:23]>CC(C)=O>[CH3:20][CH:21]([CH2:22][CH3:23])[CH2:24][N:7]1[CH:8]=[C:4]([N+:1]([O-:3])=[O:2])[CH:5]=[C:6]1[C:9]([O:11][CH3:12])=[O:10] |f:1.2.3|. Procedure details: Methyl 3-nitropyrrole-2-carboxylate (22) (2.7 g, 15.9 mmol), potassium carbonate (6.5 g), and iodo-2-methylbutane (5.2 ml) were dissolved in 100 ml of acetone and refluxed for 10 hours. The reaction mixture was then cooled to room temperature, concentrated in vacua, partitioned between 200 ml of dichloromethane and 200 ml of water and extracted with dichloromethane (2×200 ml). The combined organic layers were dried (sodium sulfate) and concentrated in vacuo. The resulting yellow oil was purified...